Task: describe an organic reaction: reactants, conditions, products, and yield. Dataset: the Open Reaction Database (ORD), a public repository of structured organic reaction records The reactants are OC1CCC(c2cc(F)c(Br)cc2F)C1, O=C1NC(=O)c2ccccc21, CCOC(=O)N=NC(=O)OCC, C1CCOC1, c1ccc(P(c2ccccc2)c2ccccc2)cc1. Product: O=C1c2ccccc2C(=O)N1C1CCC(c2cc(F)c(Br)cc2F)C1. Reaction SMILES: [Br:1][c:2]1[cH:3][c:4]([F:15])[c:5]([CH:9]2[CH2:10][CH:11]([OH:14])[CH2:12][CH2:13]2)[cH:6][c:7]1[F:8].[O:16]=[C:17]1[NH:18][C:19](=[O:20])[c:21]2[cH:22][cH:23][cH:24][cH:25][c:26]21.[O:46]=[C:47]([O:48][CH2:49][CH3:50])[N:51]=[N:52][C:53]([O:54][CH2:55][CH3:56])=[O:57].[O:58]1[CH2:59][CH2:60][CH2:61][CH2:62]1.[c:27]1([P:28]([c:29]2[cH:30][cH:31][cH:32][cH:33][cH:34]2)[c:35]2[cH:36][cH:37][cH:38][cH:39][cH:40]2)[cH:41][cH:42][cH:43][cH:44][cH:45]1>>[Br:1][c:2]1[cH:3][c:4]([F:15])[c:5]([CH:9]2[CH2:10][CH:11]([N:18]3[C:17](=[O:16])[c:26]4[c:21]([cH:22][cH:23][cH:24][cH:25]4)[C:19]3=[O:20])[CH2:12][CH2:13]2)[cH:6][c:7]1[F:8]. Reactants: OC1=CC=C(C=C)C=C1.C[C@]12CC[C@@H](C1(C)C)CC2C(=C)C(=O)[O-] (p-hydroxystyrene isobornyl acrylate). Solvent: O1CCOCC1 (1,4-dioxane). The product is ( 2 ), C(=C)OCC (ethyl vinyl ether), O1CCCC=C1 (3,4-dihydro-2H-pyrane). As a reaction SMILES: [OH:1][C:2]1[CH:9]=CC(C=C)=CC=1.[CH3:10][C@@:11]12[CH:19]([C:20]([C:22]([O-:24])=O)=C)C[C@H](C1(C)C)C[CH2:12]2>O1CCOCC1>[CH:10]([O:1][CH2:2][CH3:9])=[CH2:11].[O:24]1[CH:22]=[CH:20][CH2:19][CH2:11][CH2:12]1 |f:0.1|. Procedure details: In 150 ml of 1,4-dioxane were dissolved 15 g of poly(p-hydroxystyrene/isobornyl acrylate) obtained in the above (2) and 6 g of ethyl vinyl ether and 3.2 g of 3,4-dihydro-2H-pyrane and a catalytic amount of pyridinium p-toluenesulfonate was further added thereto, followed by conducting a reaction at room temperature for 24 hours with agitation. After the reaction, the reaction solution was poured into 2000 ml of ion-exchanged water to precipitate out. Crystal was recovered by filtration, washed w... Reactants: C(C1=CC=CC=C1)N1N=CC2=CC(=CC=C12)NC1=NC=NC2=CC(=C(C=C12)C1=CC=C(O1)C=O)F (5-(4-(1-Benzyl-1H-indazol-5-ylamino)-7-fluoro-quinazolin-6-yl)-furan-2-carbaldehyde), CS(=O)(=O)CCN (2-methanesulphonyl-ethylamine). Product: C(C1=CC=CC=C1)N1N=CC2=CC(=CC=C12)NC1=NC=NC2=CC(=C(C=C12)C=1OC(=CC1)CNCCS(=O)(=O)C)F (N-(1-Benzyl-1H-indazol-5-yl)-7-fluoro-6-[5-({[2-(methanesulphonyl)ethyl]amino}methyl)-2-furyl]-4-quinazolinamine). As a reaction SMILES: [CH2:1]([N:8]1[C:16]2[C:11](=[CH:12][C:13]([NH:17][C:18]3[C:27]4[C:22](=[CH:23][C:24]([F:35])=[C:25]([C:28]5[O:32][C:31]([CH:33]=O)=[CH:30][CH:29]=5)[CH:26]=4)[N:21]=[CH:20][N:19]=3)=[CH:14][CH:15]=2)[CH:10]=[N:9]1)[C:2]1[CH:7]=[CH:6][CH:5]=[CH:4][CH:3]=1.[CH3:36][S:37]([CH2:40][CH2:41][NH2:42])(=[O:39])=[O:38]>>[CH2:1]([N:8]1[C:16]2[C:11](=[CH:12][C:13]([NH:17][C:18]3[C:27]4[C:22](=[CH:23][C:24]([F:35])=[C:25]([C:28]5[O:32][C:31]([CH2:33][NH:42][CH2:41][CH2:40][S:37]([CH3:36])(=[O:39])=[O:38])=[CH:30][CH:29]=5)[CH:26]=4)[N:21]=[CH:20][N:19]=3)=[CH:14][CH:15]=2)[CH:10]=[N:9]1)[C:2]1[CH:7]=[CH:6][CH:5]=[CH:4][CH:3]=1. Reported procedure: Prepared according to Procedure D from 5-(4-(1-Benzyl-1H-indazol-5-ylamino)-7-fluoro-quinazolin-6-yl)-furan-2-carbaldehyde (0.6 equiv) and 2-methanesulphonyl-ethylamine (1 equiv). δ 1H NMR (400 MHz, DMSO-d6) 10.16 (s, 1H), 8.91 (d, 1H), 8.46 (s, 1H), 8.11 (s, 2H), 7.65 (m, 3H), 7.26 (m, 5H), 6.93 (m, 1H), 6.54 (d, 2H), 5.65 (s, 2H), 3.89 (s, 2H), 3.28 (m, 2H), 2.99 (m, 5H). ESI-MS m/z 569 (M−1). Reactants: O=c1c(CBr)cc(Br)cn1CC(F)(F)F, CO, N#C[Na]. Yields the product N#CCc1cc(Br)cn(CC(F)(F)F)c1=O. RXN SMILES: [Br:1][c:2]1[cH:3][c:4]([CH2:14][Br:15])[c:5](=[O:13])[n:6]([CH2:8][C:9]([F:10])([F:11])[F:12])[cH:7]1.[CH3:19][OH:20].[Na:16][C:17]#[N:18]>>[Br:1][c:2]1[cH:3][c:4]([CH2:14][C:17]#[N:18])[c:5](=[O:13])[n:6]([CH2:8][C:9]([F:10])([F:11])[F:12])[cH:7]1. Starting materials: CC1=NOC(=C1C1=C(C=C2C(=C(C=NC2=C1)N)NCC1=NC=CC=C1)OC)C (7-(3,5-dimethyl-4-isoxazolyl)-6-(methyloxy)-N4-(2-pyridinylmethyl)-3,4-quinolinediamine), Intermediate 17, N#CBr (cyanogen bromide). Yields the product CC1=NOC(=C1C=1C(=CC=2C3=C(C=NC2C1)N=C(N3CC3=NC=CC=C3)N)OC)C (7-(3,5-dimethyl-4-isoxazolyl)-8-(methyloxy)-1-(2-pyridinylmethyl)-1H-imidazo[4,5-c]quinolin-2-amine). Isolated yield 32.0%. As a reaction SMILES: [CH3:1][C:2]1[C:6]([C:7]2[CH:16]=[C:15]3[C:10]([C:11]([NH:18][CH2:19][C:20]4[CH:25]=[CH:24][CH:23]=[CH:22][N:21]=4)=[C:12]([NH2:17])[CH:13]=[N:14]3)=[CH:9][C:8]=2[O:26][CH3:27])=[C:5]([CH3:28])[O:4][N:3]=1.[N:29]#[C:30]Br>>[CH3:1][C:2]1[C:6]([C:7]2[C:8]([O:26][CH3:27])=[CH:9][C:10]3[C:11]4[N:18]([CH2:19][C:20]5[CH:25]=[CH:24][CH:23]=[CH:22][N:21]=5)[C:30]([NH2:29])=[N:17][C:12]=4[CH:13]=[N:14][C:15]=3[CH:16]=2)=[C:5]([CH3:28])[O:4][N:3]=1. Reported procedure: From 7-(3,5-dimethyl-4-isoxazolyl)-6-(methyloxy)-N4-(2-pyridinylmethyl)-3,4-quinolinediamine (for a preparation see Intermediate 17) (35 mg) and cyanogen bromide (10 mg) to give the title compound as beige solid (12 mg, 32%). LCMS (formate) Rt 0.61 min, MH+ 401